Dataset: the Open Reaction Database (ORD), a public repository of structured organic reaction records. Task: describe an organic reaction: reactants, conditions, products, and yield Starting materials: O1CCN(CC1)CC1C(NN(C1)C1=CC=CC=C1)=N (4-morpholinomethyl-1-phenylpyrazolidin-3-imine), [OH-].[Na+] (sodium hydroxide). Solvent: Cl (hydrochloric acid). Yields the product O1CCN(CC1)CC1C(NN(C1)C1=CC=CC=C1)=O (4-Morpholinomethyl-1-phenylpyrazolidin-3-one). RXN SMILES: [O:1]1[CH2:6][CH2:5][N:4]([CH2:7][CH:8]2[CH2:12][N:11]([C:13]3[CH:18]=[CH:17][CH:16]=[CH:15][CH:14]=3)[NH:10][C:9]2=N)[CH2:3][CH2:2]1.[OH-:20].[Na+]>Cl>[O:1]1[CH2:6][CH2:5][N:4]([CH2:7][CH:8]2[CH2:12][N:11]([C:13]3[CH:18]=[CH:17][CH:16]=[CH:15][CH:14]=3)[NH:10][C:9]2=[O:20])[CH2:3][CH2:2]1 |f:1.2|. Procedure: A solution of 4-morpholinomethyl-1-phenylpyrazolidin-3-imine (29g) in dilute hydrochloric acid (120 ml of 2N) was boiled under reflux for 4 hours. The solution was cooled, neutralised with sodium hydroxide and extracted with chloroform. The chloroform extract was dried and evaporated to dryness. The solid residue was recrystallized from petroleum ether (boiling point 100°-120° C) as colourless plates (melting point 143°-144° C). Starting materials: ClC1=CC=C(C=C1)C=1C=C2C(=NC1C1=C(C=C(C=C1)Cl)Cl)OC(CC2CC(=O)OCC)(C)C (Ethyl 2-(6-(4-chlorophenyl)-7-(2,4-dichlorophenyl)-2,2-dimethyl-3,4-dihydro-2H-pyrano[2,3-b]pyridin-4-yl)acetate), [OH-].[K+] (KOH). Solvent: C1CCOC1 (THF), CO (MeOH), O (water), CCOC(=O)C (EtOAc). Reaction conditions: temperature 50 celsius. Yields the product ClC1=CC=C(C=C1)C=1C=C2C(=NC1C1=C(C=C(C=C1)Cl)Cl)OC(CC2CC(=O)O)(C)C (2-(6-(4-Chlorophenyl)-7-(2,4-dichlorophenyl)-2,2-dimethyl-3,4-dihydro-2H-pyrano[2,3-b]pyridin-4-yl)acetic acid). As a reaction SMILES: [Cl:1][C:2]1[CH:7]=[CH:6][C:5]([C:8]2[CH:9]=[C:10]3[CH:25]([CH2:26][C:27]([O:29]CC)=[O:28])[CH2:24][C:23]([CH3:33])([CH3:32])[O:22][C:11]3=[N:12][C:13]=2[C:14]2[CH:19]=[CH:18][C:17]([Cl:20])=[CH:16][C:15]=2[Cl:21])=[CH:4][CH:3]=1.[OH-].[K+]>C1COCC1.CO.O.CCOC(C)=O>[Cl:1][C:2]1[CH:3]=[CH:4][C:5]([C:8]2[CH:9]=[C:10]3[CH:25]([CH2:26][C:27]([OH:29])=[O:28])[CH2:24][C:23]([CH3:33])([CH3:32])[O:22][C:11]3=[N:12][C:13]=2[C:14]2[CH:19]=[CH:18][C:17]([Cl:20])=[CH:16][C:15]=2[Cl:21])=[CH:6][CH:7]=1 |f:1.2|. Procedure details: To the product of Example 76 (46.5 mg, 0.127 mmol) was added KOH (10.3 mg, 0.184 mmol) in THF (1.5 mL), MeOH (0.2 mL) and water (0.075 mL). The reaction was heated to 50° C. After 27 min the reaction was cooled and diluted with EtOAc. The solution was washed with aq 2 M HCl and brine, dried (Na2SO4), filtered and concentrated to afford the product that was not purified further (LC-2) HPLC/MS: 476.0 (M+1), 478.0 (M+3); Rt=3.96 min.